This data is from the Open Reaction Database (ORD), a public repository of structured organic reaction records. The task is: describe an organic reaction: reactants, conditions, products, and yield Reactants: O=P12OP3(=O)OP(=O)(O1)OP(=O)(O2)O3 (phosphorous pentoxide), FC(OC1=CC=C(O/C(/C(=O)O)=C\C(=O)O)C=C1)(F)F (2-[4-(trifluoromethoxy)phenoxy]fumaric acid). Run in CS(=O)(=O)O (methanesulfonic acid). Reaction conditions: temperature 70 celsius, time 7 hour. Product: FC(OC=1C=C2C(C=C(OC2=CC1)C(=O)O)=O)(F)F (6-(trifluoromethoxy)chromone-2-carboxylic acid). Yield: 93.0%. Reaction SMILES: O=P12OP3(OP(OP(O3)(O1)=O)(=O)O2)=O.[F:15][C:16]([F:34])([F:33])[O:17][C:18]1[CH:32]=[CH:31][C:21]([O:22]/[C:23](=[CH:27]\[C:28]([OH:30])=O)/[C:24]([OH:26])=[O:25])=[CH:20][CH:19]=1>CS(O)(=O)=O>[F:33][C:16]([F:15])([F:34])[O:17][C:18]1[CH:19]=[C:20]2[C:21](=[CH:31][CH:32]=1)[O:22][C:23]([C:24]([OH:26])=[O:25])=[CH:27][C:28]2=[O:30]. Procedure details: A solution of phosphorous pentoxide (1.17 g, 8.21 mole) in methanesulfonic acid (14.38 g) is treated with 2-[4-(trifluoromethoxy)phenoxy]fumaric acid (2.00 g, 6.85 mmole), stirred for 16-18 hours at ambient temperatures and for 7 hours at 70° C., cooled to room temperature and poured onto ice. The resultant mixture is filtered and the filtercake is dried to afford the title product, 1.75 g, (93% yield), mp 192°-194 ° C., identified by 1H and 13CNMR, IR, mass spectral and elemental analyses. The reactants are ClC[Sn](C)(C)C ((chloromethyl)trimethylstannane), ClC1=CC=C(C=C1)O (4-chlorophenol), [H-].[Na+] (NaH). The solvent is C1CCOC1 (THF), C1CCOC1 (THF), CCOC(=O)C (EtOAc). Conditions: time 15 minute. The product is ClC1=CC=C(OC[Sn](C)(C)C)C=C1 (((4-chlorophenoxy)methyl)-trimethylstannane). Isolated yield 91.2%. As a reaction SMILES: [H-].[Na+].[Cl:3][C:4]1[CH:9]=[CH:8][C:7]([OH:10])=[CH:6][CH:5]=1.Cl[CH2:12][Sn:13]([CH3:16])([CH3:15])[CH3:14]>C1COCC1.CCOC(C)=O>[Cl:3][C:4]1[CH:9]=[CH:8][C:7]([O:10][CH2:12][Sn:13]([CH3:16])([CH3:15])[CH3:14])=[CH:6][CH:5]=1 |f:0.1|. Reported procedure: To a suspension of NaH (140 mg, 5.83 mmol) in anhydrous THF (150 mL) under N2 at RT was added dropwise 4-chlorophenol (738 mg, 5.74 mmol). After stirring the mixture at RT for 15 min, (chloromethyl)trimethylstannane (350 mg, 1.64 mmol) in anhydrous THF (5 mL) was added and the reaction was stirred at RT for 18 hours. The mixture was diluted with EtOAc (50 mL) and was washed with aqueous 1.0 N NaOH (3×60 mL). The EtOAc layer was dried over Na2SO4 and concentrated. The crude product was purified b... Reactants: O=C([O-])[O-], CI, CC(C)=O, [K+], [K+], Cc1ccc(NC(=O)C(C)C)cc1O. Reaction SMILES: [C:15](=[O:16])([O-:17])[O-:18].[CH3:21][I:22].[CH3:23][C:24](=[O:25])[CH3:26].[K+:19].[K+:20].[OH:1][c:2]1[cH:3][c:4]([NH:9][C:10]([CH:11]([CH3:12])[CH3:13])=[O:14])[cH:5][cH:6][c:7]1[CH3:8]>>[O:1]([c:2]1[cH:3][c:4]([NH:9][C:10]([CH:11]([CH3:12])[CH3:13])=[O:14])[cH:5][cH:6][c:7]1[CH3:8])[CH3:15]. Product: COc1cc(NC(=O)C(C)C)ccc1C. Reactants: CC1=CSC2=NC3=C(N21)C=CC=C3 (3-methyl[1,3]thiazolo[3,2-a]benzimidazole), FC(C=1C=C(CCl)C=C(C1)C(F)(F)F)(F)F (3,5-bis(trifluoromethyl)benzyl chloride). Run in C(C)#N (acetonitrile). Reaction conditions: time 18 hour. Yields the product [Cl-].FC(C=1C=C(C[N+]2=C3N(C4=C2C=CC=C4)C(=CS3)C)C=C(C1)C(F)(F)F)(F)F (9-[3,5-bis(trifluoromethyl)benzyl]-3-methyl[1,3]thiazolo[3,2-a]benzimidazol-9-ium chloride). RXN SMILES: [CH3:1][C:2]1[N:9]2[C:5](=[N:6][C:7]3[CH:13]=[CH:12][CH:11]=[CH:10][C:8]=32)[S:4][CH:3]=1.[F:14][C:15]([F:29])([F:28])[C:16]1[CH:17]=[C:18]([CH:21]=[C:22]([C:24]([F:27])([F:26])[F:25])[CH:23]=1)[CH2:19][Cl:20]>C(#N)C>[Cl-:20].[F:14][C:15]([F:28])([F:29])[C:16]1[CH:17]=[C:18]([CH:21]=[C:22]([C:24]([F:27])([F:25])[F:26])[CH:23]=1)[CH2:19][N+:6]1[C:7]2[CH:13]=[CH:12][CH:11]=[CH:10][C:8]=2[N:9]2[C:2]([CH3:1])=[CH:3][S:4][C:5]=12 |f:3.4|. Reported procedure: 198 mg of 3-methyl[1,3]thiazolo[3,2-a]benzimidazole were solubilised in acetonitrile (2 mL). Then 828 mg (3 eq) of 3,5-bis(trifluoromethyl)benzyl chloride were added and the solution stirred under reflux. After 18 h, 9-[3,5-bis(trifluoromethyl)benzyl]-3-methyl[1,3]thiazolo[3,2-a]benzimidazol-9-ium chloride was recovered as a white powder (422 mg, 89%) by filtration. Mp>268° C.; 1H NMR (300 MHz, MeOD) δ=2.95 (3H, d, J=1.3, CH3), 6.03 (2H, s, CH2), 7.30 (1H, q, J=1.3, H5), 7.70-7.83 (2H, m, Ar), 8... Starting materials: CCOC(=O)C(C)(C)C1CCNCC1, CCN(C(C)C)C(C)C, O=[N+]([O-])c1ccc(Cl)nc1, C1CCOC1. Product: CCOC(=O)C(C)(C)C1CCN(c2ccc([N+](=O)[O-])cn2)CC1. As a reaction SMILES: [CH2:1]([CH3:2])[O:3][C:4]([C:5]([CH3:6])([CH:7]1[CH2:8][CH2:9][NH:10][CH2:11][CH2:12]1)[CH3:13])=[O:14].[CH:25]([N:26]([CH:27]([CH3:28])[CH3:29])[CH2:30][CH3:31])([CH3:32])[CH3:33].[Cl:15][c:16]1[n:17][cH:18][c:19]([N+:22](=[O:23])[O-:24])[cH:20][cH:21]1.[O:34]1[CH2:35][CH2:36][CH2:37][CH2:38]1>>[CH2:1]([CH3:2])[O:3][C:4]([C:5]([CH3:6])([CH:7]1[CH2:8][CH2:9][N:10]([c:16]2[n:17][cH:18][c:19]([N+:22](=[O:23])[O-:24])[cH:20][cH:21]2)[CH2:11][CH2:12]1)[CH3:13])=[O:14]. Procedure: Following Typical Procedure 1 (R)-3-((6-(cyclopropylmethoxy)pyridin-3-yl)oxy)pyrrolidin-2-one was reacted with 6-bromo-4,7-difluoro-2,3-dihydro-1H-inden-1-ol to provide the subtitle compound. MS ESI+: m/z=417 [M+H]+. Product: C1(CC1)COC1=CC=C(C=N1)O[C@H]1C(N(CC1)C=1C(=C2C(CCC2=C(C1)F)O)F)=O ((3R)-3-((6-(cyclopropylmethoxy)pyridin-3-yl)oxy)-1-(4,7-difluoro-3-hydroxy-2,3-dihydro-1H-inden-5-yl)pyrrolidin-2-one). RXN SMILES: [CH:1]1([CH2:4][O:5][C:6]2[N:11]=[CH:10][C:9]([O:12][C@@H:13]3[CH2:17][CH2:16][NH:15][C:14]3=[O:18])=[CH:8][CH:7]=2)[CH2:3][CH2:2]1.Br[C:20]1[C:28]([F:29])=[C:27]2[C:23]([CH2:24][CH2:25][CH:26]2[OH:30])=[C:22]([F:31])[CH:21]=1>>[CH:1]1([CH2:4][O:5][C:6]2[N:11]=[CH:10][C:9]([O:12][C@@H:13]3[CH2:17][CH2:16][N:15]([C:20]4[C:28]([F:29])=[C:27]5[C:23](=[C:22]([F:31])[CH:21]=4)[CH2:24][CH2:25][CH:26]5[OH:30])[C:14]3=[O:18])=[CH:8][CH:7]=2)[CH2:2][CH2:3]1. Reactants: C1(CC1)COC1=CC=C(C=N1)O[C@H]1C(NCC1)=O ((R)-3-((6-(cyclopropylmethoxy)pyridin-3-yl)oxy)pyrrolidin-2-one), BrC1=CC(=C2CCC(C2=C1F)O)F (6-bromo-4,7-difluoro-2,3-dihydro-1H-inden-1-ol).